From a dataset of the Open Reaction Database (ORD), a public repository of structured organic reaction records. describe an organic reaction: reactants, conditions, products, and yield Reaction SMILES: C(O)[CH2:2][CH2:3][CH2:4][OH:5].[CH2:7]([CH:9]1[O:11][CH2:10]1)Cl.[OH-:12].[Na+].C1(C)C=CC=CC=1>>[CH2:7]([O:5][CH2:4][CH:3]1[O:12][CH2:2]1)[CH:9]1[O:11][CH2:10]1 |f:2.3|. The reactants are C(CCCO)O (1,4-butanediol), [OH-].[Na+] (NaOH), C(Cl)C1CO1 (epichlorohydrin), aqueous solution, [OH-].[Na+] (NaOH), C1(=CC=CC=C1)C (toluene). Procedure: The solution of catalyst C is further used in the apparatus in which the distillation head is replaced with a reflux condenser. To the catalyst solution are added 90.12 g (1.0 mol) of 1,4-butanediol and then 160.7 ml (2.05 mol) of epichlorohydrin are added under N2 and with good stirring over 1 h. The reaction mixture is thereafter allowed to react for 3 h under reflux, then cooled to 50° C. To the solution are then added 16 g (0.2 mol) of a 50% aqueous solution of NaOH over 5 min, followed by t... Yield: 100.0%. Product: C(C1CO1)OCC1CO1 (diglycidyl ether). The reagents and catalysts are catalyst C. Reaction conditions: temperature 50 celsius, time 1 hour. Procedure details: Proceeding as in Example 1, Method A, but replacing 2,3-dimethyl benzoic acid with 2-benzylbenzoic acid and (RS)-3-amino-1-azabicyclo[2.2.2]octane with (S)-3-amino-1-azabicyclo[2.2.2]octane gave (S)-N-(1-azabicyclo[2.2.2]oct-3-yl)-2-benzylbenzamide. The product is N12C[C@H](C(CC1)CC2)NC(C2=C(C=CC=C2)CC2=CC=CC=C2)=O ((S)-N-(1-azabicyclo[2.2.2]oct-3-yl)-2-benzylbenzamide). RXN SMILES: [CH2:1]([C:8]1[CH:16]=[CH:15][CH:14]=[CH:13][C:9]=1[C:10]([OH:12])=O)[C:2]1[CH:7]=[CH:6][CH:5]=[CH:4][CH:3]=1.[NH2:17][CH:18]1[CH:23]2[CH2:24][CH2:25][N:20]([CH2:21][CH2:22]2)[CH2:19]1.N[C@H]1C2CCN(CC2)C1>>[N:20]12[CH2:25][CH2:24][CH:23]([CH2:22][CH2:21]1)[C@H:18]([NH:17][C:10](=[O:12])[C:9]1[CH:13]=[CH:14][CH:15]=[CH:16][C:8]=1[CH2:1][C:2]1[CH:3]=[CH:4][CH:5]=[CH:6][CH:7]=1)[CH2:19]2. Starting materials: C(C1=CC=CC=C1)C1=C(C(=O)O)C=CC=C1 (2-benzylbenzoic acid), NC1CN2CCC1CC2 ((RS)-3-amino-1-azabicyclo[2.2.2]octane), N[C@@H]1CN2CCC1CC2 ((S)-3-amino-1-azabicyclo[2.2.2]octane). As a reaction SMILES: [C:46]([OH:47])(=[O:48])[CH3:49].[CH3:27][Si:28]([CH3:29])([CH3:30])[N:31]=[C:32]=[S:33].[CH3:2][O:3][C:4]([CH:5]([NH2:6])[CH2:7][c:8]1[cH:9][nH:10][c:11]2[cH:12][cH:13][cH:14][cH:15][c:16]12)=[O:17].[CH3:37][N:38]([c:39]1[cH:40][cH:41][n:42][cH:43][cH:44]1)[CH3:45].[CH3:50][CH2:51][O:52][C:53]([CH3:54])=[O:55].[CH:18]([N:19]([CH:20]([CH3:21])[CH3:22])[CH2:23][CH3:24])([CH3:25])[CH3:26].[Cl:34][CH2:35][Cl:36].[ClH:1]>>[C:4]1(=[O:17])[CH:5]([CH2:7][c:8]2[cH:9][nH:10][c:11]3[cH:12][cH:13][cH:14][cH:15][c:16]23)[NH:6][C:32](=[S:33])[NH:31]1. Product: O=C1NC(=S)NC1Cc1c[nH]c2ccccc12. Reactants: CC(=O)O, C[Si](C)(C)N=C=S, COC(=O)C(N)Cc1c[nH]c2ccccc12, CN(C)c1ccncc1, CCOC(C)=O, CCN(C(C)C)C(C)C, ClCCl, Cl. Reactants: C(C1=CC=CC=C1)OCC1C(N(CC1)C)=O (3-[(Benzyloxy)methyl]-1-methylpyrrolidin-2-one). Reagents/catalysts: [C].[Pd] (palladium carbon). The solvent is CO (methanol). Run at time 2 hour. Yields the product OCC1C(N(CC1)C)=O (3-(hydroxymethyl)-1-methylpyrrolidin-2-one). Isolated yield 63.6%. As a reaction SMILES: C([O:8][CH2:9][CH:10]1[CH2:14][CH2:13][N:12]([CH3:15])[C:11]1=[O:16])C1C=CC=CC=1>CO.[C].[Pd]>[OH:8][CH2:9][CH:10]1[CH2:14][CH2:13][N:12]([CH3:15])[C:11]1=[O:16] |f:2.3|. Procedure details: 3-[(Benzyloxy)methyl]-1-methylpyrrolidin-2-one (4.14 g, 18.88 mmol) was dissolved in methanol (20 ml), followed by addition of 10% hydrous palladium carbon (1.04 g) and the mixture was stirred at room temperature for 2 hours under hydrogen atmosphere. Palladium carbon was filtered off, and then the filtrate was concentrated under reduced pressure. The residue was purified by silica gel column chromatography (eluent: ethyl acetate/methanol: 10/1) to give the title compound (1.55 g, 64%) as a colo... The reactants are C(C1=CC=CC=C1)(=O)NC(=S)NC1(CN(CC1CO)C(=O)OCC1=CC=CC=C1)C=1SC=CC1 (racemic benzyl 3-(benzoylcarbamothioylamino)-4-(hydroxymethyl)-3-(2-thienyl)pyrrolidine-1-carboxylate), ClC(=C(C)C)N(C)C (1-chloro-N,N,2-trimethylpropenylamine). The solvent is C(Cl)Cl (methylene chloride), C(Cl)Cl (methylene chloride). Run at temperature 0 celsius, time 30 minute. Product: C(C1=CC=CC=C1)(=O)NC=1SCC2C(N1)(CN(C2)C(=O)OCC2=CC=CC=C2)C=2SC=CC2 (Racemic Benzyl 2-benzamido-7a-(2-thienyl)-4,4a,5,7-tetrahydropyrrolo[3,4-d][1,3]thiazine-6-carboxylate). The yield is 83.1%. As a reaction SMILES: [C:1]([NH:9][C:10]([NH:12][C:13]1([C:30]2[S:31][CH:32]=[CH:33][CH:34]=2)[CH:17]([CH2:18]O)[CH2:16][N:15]([C:20]([O:22][CH2:23][C:24]2[CH:29]=[CH:28][CH:27]=[CH:26][CH:25]=2)=[O:21])[CH2:14]1)=[S:11])(=[O:8])[C:2]1[CH:7]=[CH:6][CH:5]=[CH:4][CH:3]=1.ClC(N(C)C)=C(C)C>C(Cl)Cl>[C:1]([NH:9][C:10]1[S:11][CH2:18][CH:17]2[CH2:16][N:15]([C:20]([O:22][CH2:23][C:24]3[CH:29]=[CH:28][CH:27]=[CH:26][CH:25]=3)=[O:21])[CH2:14][C:13]2([C:30]2[S:31][CH:32]=[CH:33][CH:34]=2)[N:12]=1)(=[O:8])[C:2]1[CH:3]=[CH:4][CH:5]=[CH:6][CH:7]=1. Procedure details: To a 0° C. solution of racemic benzyl 3-(benzoylcarbamothioylamino)-4-(hydroxymethyl)-3-(2-thienyl)pyrrolidine-1-carboxylate (30 g, 60.5 mmol) in methylene chloride (300 mL) is added a methylene chloride solution (20 mL) of 1-chloro-N,N,2-trimethylpropenylamine (9.61 mL, 72.6 mmol). The resulting solution is stirred at 0° C. for 30 minutes and then warmed to room temperature. The solution is quenched with saturated sodium bicarbonate solution, the organic layer is isolated, dried over sodium sul... Reported procedure: Prepared from the product from Example 38 step c) and benzenemethanesulfonyl chloride according to the procedure described in Example 38 step d) to give the sub-title compound as a white solid. RXN SMILES: Cl.[Cl:2][C:3]1[CH:15]=[CH:14][C:6]([O:7][CH2:8][C:9]([O:11]CC)=[O:10])=[C:5]([N:16]2[CH2:21][CH2:20][NH:19][CH2:18][CH2:17]2)[CH:4]=1.[CH:22]1[CH:27]=[CH:26][C:25]([CH2:28][S:29](Cl)(=[O:31])=[O:30])=[CH:24][CH:23]=1>>[Cl:2][C:3]1[CH:15]=[CH:14][C:6]([O:7][CH2:8][C:9]([OH:11])=[O:10])=[C:5]([N:16]2[CH2:17][CH2:18][N:19]([S:29]([CH2:28][C:25]3[CH:26]=[CH:27][CH:22]=[CH:23][CH:24]=3)(=[O:31])=[O:30])[CH2:20][CH2:21]2)[CH:4]=1 |f:0.1|. Product: ClC1=CC(=C(OCC(=O)O)C=C1)N1CCN(CC1)S(=O)(=O)CC1=CC=CC=C1 ([4-chloro-2-[4-[(phenylmethyl)sulfonyl]-1-piperazinyl]phenoxy]-acetic Acid). The reactants are Cl.ClC1=CC(=C(OCC(=O)OCC)C=C1)N1CCNCC1 ([4-chloro-2-(1-piperazinyl)phenoxy]-acetic Acid, Ethyl Ester Hydrochloride Salt), C1=CC=C(C=C1)CS(=O)(=O)Cl (benzenemethanesulfonyl chloride). Reactants: C(C)(=O)C1CN(C2CC3=CN(C=4C=CC=C(C34)C12)S(=O)(=O)C1=CC=CC=C1)C (9-Acetyl-4-benzenesulphonyl-7-methyl-6,6a,7,8,9,9a-hexahydro-4H-indolo[6,5,4-cd]indole), [OH-].[K+] (potassium hydroxide). The solvent is C(C)O (ethanol). Yields the product C(C)(=O)C1CN(C2CC3=CNC=4C=CC=C(C34)C12)C (9-Acetyl-7-methyl-6,6a,7,8,9,9a-hexahydro-4H-indolo[6,5,4-cd]indole). As a reaction SMILES: [C:1]([CH:4]1[CH:18]2[CH:7]([CH2:8][C:9]3[C:17]4[C:16]2=[CH:15][CH:14]=[CH:13][C:12]=4[N:11](S(C2C=CC=CC=2)(=O)=O)[CH:10]=3)[N:6]([CH3:28])[CH2:5]1)(=[O:3])[CH3:2].[OH-].[K+]>C(O)C>[C:1]([CH:4]1[CH:18]2[CH:7]([CH2:8][C:9]3[C:17]4[C:16]2=[CH:15][CH:14]=[CH:13][C:12]=4[NH:11][CH:10]=3)[N:6]([CH3:28])[CH2:5]1)(=[O:3])[CH3:2] |f:1.2|. Procedure details: Debenzenesulphonylation of the 9-acetyl compound (Example 4) (0.20 g) was achieved with potassium hydroxide in refluxing ethanol by the procedure previously described. Starting materials: OC1=C(C=NC2=CC=CC=C12)C(=O)N (4-hydroxy-3-quinoline carboxamide), ClC1=CC=C(C=C1)NO (N-(4-chlorophenyl)-hydroxylamine). Yields the product ON(C(=O)C=1C=NC2=CC=CC=C2C1O)C1=CC=C(C=C1)Cl (N,4-dihydroxy-N-(4-chlorophenyl)-3-quinoline carboxamide). RXN SMILES: [OH:1][C:2]1[C:11]2[C:6](=[CH:7][CH:8]=[CH:9][CH:10]=2)[N:5]=[CH:4][C:3]=1[C:12](N)=[O:13].[Cl:15][C:16]1[CH:21]=[CH:20][C:19]([NH:22][OH:23])=[CH:18][CH:17]=1>>[OH:23][N:22]([C:19]1[CH:20]=[CH:21][C:16]([Cl:15])=[CH:17][CH:18]=1)[C:12]([C:3]1[CH:4]=[N:5][C:6]2[C:11]([C:2]=1[OH:1])=[CH:10][CH:9]=[CH:8][CH:7]=2)=[O:13]. Reported procedure: Using the procedure of Step A of Example 6, 9.45g of 4-hydroxy-3-quinoline carboxamide and N-(4-chlorophenyl)-hydroxylamine acid were reacted to obtain 14.4 g of crude N,4-dihydroxy-N-(4-chlorophenyl)-3-quinoline carboxamide